From a dataset of the Open Reaction Database (ORD), a public repository of structured organic reaction records. describe an organic reaction: reactants, conditions, products, and yield Starting materials: CC1=NN=NN1C1=C(C#N)C=CC=C1 (2-(5-methyl-1H-tetrazol-1-yl)benzonitrile), Cl (hydrochloric acid). Reagents/catalysts: [Pd] (palladium on charcoal). Solvent: CO (MeOH). Conditions: time 8 hour. The product is Cl.CC1=NN=NN1C1=C(C=CC=C1)CN ((2-(5-Methyl-1H-tetrazol-1-yl)phenyl)methanamine hydrochloride). The yield is 81.0%. RXN SMILES: [CH3:1][C:2]1[N:6]([C:7]2[CH:14]=[CH:13][CH:12]=[CH:11][C:8]=2[C:9]#[N:10])[N:5]=[N:4][N:3]=1.[ClH:15]>CO.[Pd]>[ClH:15].[CH3:1][C:2]1[N:6]([C:7]2[CH:14]=[CH:13][CH:12]=[CH:11][C:8]=2[CH2:9][NH2:10])[N:5]=[N:4][N:3]=1 |f:4.5|. Procedure details: To a solution of 2-(5-methyl-1H-tetrazol-1-yl)benzonitrile (1.0 equiv.) in MeOH (0.4 M) was added palladium on charcoal and concentrated hydrochloric acid (1.0 equiv.). The reaction mixture was stirred at room temperature under hydrogen atmosphere (50 psi) overnight. After reaction completion, the mixture was filtered through celite. The filtrate was concentrated in vacuo to give the crude product (81% yield), which was used in the next step without further purification. 1H-NMR (400 MHz, CDCl3) ... Starting materials: FC(COC1=CC=C(C=C1)NC(OC1=CC=CC=C1)=O)(C(F)F)F (phenyl 4-(2,2,3,3-tetrafluoropropoxy)phenylcarbamate), N1=CC=CC=C1 (pyridine), resultant mixture, FC(COC1=CC=C(N)C=C1)(C(F)F)F (4-(2,2,3,3-tetrafluoropropoxy)aniline), N1=CC=CC=C1 (pyridine), ClC(=O)OC1=CC=CC=C1 (phenyl chloroformate), 2-(diethoxy)ethylamine. Solvent: ClCCl (dichloromethane). Yields the product C(C)OC(CNC(=O)NC1=CC=C(C=C1)OCC(C(F)F)(F)F)OCC (N-(2,2-diethoxyethyl)-N'-[4-(2,2,3,3-tetrafluoropropoxy)phenyl] urea). RXN SMILES: [F:1][C:2]([F:15])([CH:12]([F:14])[F:13])[CH2:3][O:4][C:5]1[CH:11]=[CH:10][C:8]([NH2:9])=[CH:7][CH:6]=1.N1C=CC=[CH:18][CH:17]=1.Cl[C:23]([O:25][C:26]1[CH:31]=CC=CC=1)=[O:24].FC(F)(C(F)F)COC1C=C[C:39]([NH:42][C:43](=O)[O:44]C2C=CC=CC=2)=CC=1>ClCCl>[CH2:26]([O:25][CH:23]([O:24][CH2:17][CH3:18])[CH2:39][NH:42][C:43]([NH:9][C:8]1[CH:10]=[CH:11][C:5]([O:4][CH2:3][C:2]([F:15])([F:1])[CH:12]([F:13])[F:14])=[CH:6][CH:7]=1)=[O:44])[CH3:31]. Reported procedure: 4-(2,2,3,3-tetrafluoropropoxy)aniline (25 g) and pyridine (25.2 g) were dissolved in 200 ml of dichloromethane and, under ice-cooling, 33.3 g of phenyl chloroformate was added dropwise to the solution. After stirring under ice-cooling for 30 minutes, the reaction mixture was washed with water, dried and the solvent was distilled off to give a mixture of phenyl 4-(2,2,3,3-tetrafluoropropoxy)phenylcarbamate and pyridine. To the mixture was added 30.7 g of 2-(diethoxy)ethylamine, and the resultant ... The reactants are NC(C)(P(O)(=O)O)P(O)(=O)O (1-amino ethane-1,1-diphosphonic acid), C=O (formaldehyde), P(Cl)(Cl)Cl (phosphorus trichloride). Product: P(=O)(O)(O)C=NC(C)(P(O)(=O)O)P(O)(=O)O (N-phosphono methylene-1-amino ethane-1,1-diphosphonic acid). As a reaction SMILES: [NH2:1][C:2]([P:8]([OH:11])(=[O:10])[OH:9])([P:4]([OH:7])(=[O:6])[OH:5])[CH3:3].C=O.P(Cl)(Cl)Cl>>[P:4]([CH:2]=[N:1][C:2]([P:4]([OH:7])(=[O:5])[OH:6])([P:8]([OH:11])(=[O:9])[OH:10])[CH3:3])([OH:7])([OH:6])=[O:5]. Procedure details: 103 g. of 1-amino ethane-1,1-diphosphonic acid are suspended in 100 g. of a 30% formaldehyde solution. 85 cc. of phosphorus trichloride are added thereto drop by drop while stirring. After the addition is completed, the mixture is heated to boiling until a homogeneous mixture is formed. The water is removed by evaporation in a vacuum. The resulting phosphonic acid mixture is precipitated by the addition of acetone. N-phosphono methylene-1-amino ethane-1,1-diphosphonic acid is obtained in this ma... Starting materials: CCOC(=O)C (EtOAc), OC1=CC=C(C=C1)C1=CC=C2C(=CC(=NC2=C1)C(=O)OC)C(=O)OC (dimethyl 7-(4-hydroxyphenyl)-2,4-quinolinedicarboxylate), ClCC=1C(=NOC1C(C)C)C1=C(C=CC=C1Cl)Cl (4-(chloromethyl)-3-(2,6-dichlorophenyl)-5-(1-methylethyl)isoxazole), C(=O)([O-])[O-].[K+].[K+] (K2CO3). The solvent is CN(C)C=O (DMF). Product: ClC1=C(C(=CC=C1)Cl)C1=NOC(=C1COC1=CC=C(C=C1)C1=CC=C2C(=CC(=NC2=C1)C(=O)OC)C(=O)OC)C(C)C (dimethyl 7-[4-({[3-(2,6-dichlorophenyl)-5-(1-methylethyl)-4-isoxazolyl]methyl}oxy)phenyl]-2,4-quinolinedicarboxylate). The yield is 46.5%. As a reaction SMILES: [OH:1][C:2]1[CH:7]=[CH:6][C:5]([C:8]2[CH:17]=[C:16]3[C:11]([C:12]([C:22]([O:24][CH3:25])=[O:23])=[CH:13][C:14]([C:18]([O:20][CH3:21])=[O:19])=[N:15]3)=[CH:10][CH:9]=2)=[CH:4][CH:3]=1.Cl[CH2:27][C:28]1[C:29]([C:36]2[C:41]([Cl:42])=[CH:40][CH:39]=[CH:38][C:37]=2[Cl:43])=[N:30][O:31][C:32]=1[CH:33]([CH3:35])[CH3:34].C([O-])([O-])=O.[K+].[K+].CCOC(C)=O>CN(C=O)C>[Cl:42][C:41]1[CH:40]=[CH:39][CH:38]=[C:37]([Cl:43])[C:36]=1[C:29]1[C:28]([CH2:27][O:1][C:2]2[CH:3]=[CH:4][C:5]([C:8]3[CH:17]=[C:16]4[C:11]([C:12]([C:22]([O:24][CH3:25])=[O:23])=[CH:13][C:14]([C:18]([O:20][CH3:21])=[O:19])=[N:15]4)=[CH:10][CH:9]=3)=[CH:6][CH:7]=2)=[C:32]([CH:33]([CH3:35])[CH3:34])[O:31][N:30]=1 |f:2.3.4|. Procedure details: A solution of 75 mg (0.22 mmol) of dimethyl 7-(4-hydroxyphenyl)-2,4-quinolinedicarboxylate, 135 mg (0.44 mmol) of 4-(chloromethyl)-3-(2,6-dichlorophenyl)-5-(1-methylethyl)isoxazole and 125 mg (0.89 mmol) of K2CO3 in 2 mL DMF was stirred at ambient temperature for 60 hr. EtOAc was added and the mixture washed with three portions of H2O then brine. The solution was concentrated and the residue purified by silica gel chromatography (12 g of silica gel eluting with 0-50% EtOAc in hexanes over 45 min... Reactants: CC1=C(C(=C2CC3=C(NC=4C=CC=CC34)CN12)C(=O)OC)C(=O)OC (dimethyl 3-methyl-6,11-dihydro-5H-indolizino[6,7-b]indole-1,2-dicarboxylate), [H-].[Na+] (NaH), ICC (iodoethane). Product: C(C)N1C2=C(C=3C=CC=CC13)CC1=C(C(=C(N1C2)C)C(=O)OC)C(=O)OC (Dimethyl 6-ethyl-3-methyl-6,11-dihydro-5H-indolizino[6,7-b]indole-1,2-dicarboxylate). Reaction SMILES: [CH3:1][C:2]1[N:17]2[C:5]([CH2:6][C:7]3[C:15]4[CH:14]=[CH:13][CH:12]=[CH:11][C:10]=4[NH:9][C:8]=3[CH2:16]2)=[C:4]([C:18]([O:20][CH3:21])=[O:19])[C:3]=1[C:22]([O:24][CH3:25])=[O:23].[H-].[Na+].I[CH2:29][CH3:30]>>[CH2:29]([N:9]1[C:10]2[CH:11]=[CH:12][CH:13]=[CH:14][C:15]=2[C:7]2[CH2:6][C:5]3[N:17]([CH2:16][C:8]1=2)[C:2]([CH3:1])=[C:3]([C:22]([O:24][CH3:25])=[O:23])[C:4]=3[C:18]([O:20][CH3:21])=[O:19])[CH3:30] |f:1.2|. Reported procedure: This compound was prepared from dimethyl 3-methyl-6,11-dihydro-5H-indolizino[6,7-b]indole-1,2-dicarboxylate (5.1 g, 15 mmol), NaH (0.54 g, 22.5 mmol) and iodoethane (2.3 g, 15 mmol). Yield 5.1 g (92%); mp 202-203° C. 1H NMR (DMSO-d6) δ 1.29 (3H, t, J=6.9 Hz, Me), 2.46 (3H, s, Me), 3.73 (3H, s, COOMe), 3.74 (3H, s, COOMe), 4.17 (2H, s, CH2), 4.20 (2H, q, J=6.9 Hz, CH2), 5.29 (2H, s, CH2), 7.05-7.09 (1H, m, ArH), 7.16-7.20 (1H, m, ArH), 7.49-7.51 (1H, m, ArH), 7.53-7.55 (1H, m, ArH). Anal. Calcd f... Reactants: CO, C[O-], CC(NC(=O)C1CCC(NS(=O)(=O)c2cnc(Cl)c(Br)c2)CC1)c1ccc(F)cc1, [Na+]. The product is COc1ncc(S(=O)(=O)NC2CCC(C(=O)NC(C)c3ccc(F)cc3)CC2)cc1Br. As a reaction SMILES: [CH3:31][OH:32].[CH3:33][O-:34].[F:1][c:2]1[cH:3][cH:4][c:5]([CH:8]([CH3:9])[NH:10][C:11](=[O:12])[CH:13]2[CH2:14][CH2:15][CH:16]([NH:19][S:20](=[O:21])(=[O:22])[c:23]3[cH:24][n:25][c:26]([Cl:30])[c:27]([Br:29])[cH:28]3)[CH2:17][CH2:18]2)[cH:6][cH:7]1.[Na+:35]>>[F:1][c:2]1[cH:3][cH:4][c:5]([CH:8]([CH3:9])[NH:10][C:11](=[O:12])[CH:13]2[CH2:14][CH2:15][CH:16]([NH:19][S:20](=[O:21])(=[O:22])[c:23]3[cH:24][n:25][c:26]([O:32][CH3:31])[c:27]([Br:29])[cH:28]3)[CH2:17][CH2:18]2)[cH:6][cH:7]1. Starting materials: BrC1=CC=C2CCNCC2=C1 (7-bromo-1,2,3,4-tetrahydroisoquinoline), C(#N)C1=CC=C(CN2C=NC=C2C=O)C=C1 (1-(4-cyanobenzyl)-5-imidazole carboxaldehyde), [BH-](OC(=O)C)(OC(=O)C)OC(=O)C.[Na+] (NaBH(OAc)3), [BH-](OC(=O)C)(OC(=O)C)OC(=O)C.[Na+] (NaBH(OAc)3). Solvent: C(Cl)(Cl)C(Cl)Cl (CHCl2CHCl2), CCOC(=O)C (EtOAc). Procedure: To a solution of 7-bromo-1,2,3,4-tetrahydroisoquinoline (0.742 g, 3.5 mmol) in CHCl2CHCl2 (15 mL) was added 1-(4-cyanobenzyl)-5-imidazole carboxaldehyde (0.812 g, 3.85 mmol), 4 Å sieves and NaBH(OAc)3 (1.11 g, 5.25 mmol). The mixture was stirred at room temperature for 16 h. and a further portion of NaBH(OAc)3 (0.55 g, 2.6 mmol) was added. After an additional 24 h the mixture was diluted with EtOAc, filtered through celite, washed with brine, dried (Na2SO4) and concentrated. The residue was stir... Run at time 16 hour. The product is BrC1=CC=C2CCN(CC2=C1)CC1=CN=CN1CC1=CC=C(C=C1)C#N (7-bromo-2-(1-(4-cyanobenzyl)-5-imidazolylmethyl)-1,2,3,4-tetrahydroisoquinoline). Reaction SMILES: [Br:1][C:2]1[CH:11]=[C:10]2[C:5]([CH2:6][CH2:7][NH:8][CH2:9]2)=[CH:4][CH:3]=1.[C:12]([C:14]1[CH:27]=[CH:26][C:17]([CH2:18][N:19]2[C:23]([CH:24]=O)=[CH:22][N:21]=[CH:20]2)=[CH:16][CH:15]=1)#[N:13].[BH-](OC(C)=O)(OC(C)=O)OC(C)=O.[Na+]>C(C(Cl)Cl)(Cl)Cl.CCOC(C)=O>[Br:1][C:2]1[CH:11]=[C:10]2[C:5]([CH2:6][CH2:7][N:8]([CH2:24][C:23]3[N:19]([CH2:18][C:17]4[CH:26]=[CH:27][C:14]([C:12]#[N:13])=[CH:15][CH:16]=4)[CH:20]=[N:21][CH:22]=3)[CH2:9]2)=[CH:4][CH:3]=1 |f:2.3|. The reactants are FCCBr, O=C([O-])[O-], CN1CCCC1=O, [Cs+], [Cs+], COCOc1ccc2c(=O)c(OCOC)c(-c3ccc(O)c(OCOC)c3)oc2c1. The product is COCOc1ccc2c(=O)c(OCOC)c(-c3ccc(OCCF)c(OCOC)c3)oc2c1. RXN SMILES: [Br:31][CH2:32][CH2:33][F:34].[C:35](=[O:36])([O-:37])[O-:38].[CH3:41][N:42]1[CH2:43][CH2:44][CH2:45][C:46]1=[O:47].[Cs+:39].[Cs+:40].[OH:1][c:2]1[c:3]([O:27][CH2:28][O:29][CH3:30])[cH:4][c:5](-[c:8]2[o:9][c:10]3[cH:11][c:12]([O:23][CH2:24][O:25][CH3:26])[cH:13][cH:14][c:15]3[c:16](=[O:22])[c:17]2[O:18][CH2:19][O:20][CH3:21])[cH:6][cH:7]1>>[O:1]([c:2]1[c:3]([O:27][CH2:28][O:29][CH3:30])[cH:4][c:5](-[c:8]2[o:9][c:10]3[cH:11][c:12]([O:23][CH2:24][O:25][CH3:26])[cH:13][cH:14][c:15]3[c:16](=[O:22])[c:17]2[O:18][CH2:19][O:20][CH3:21])[cH:6][cH:7]1)[CH2:32][CH2:33][F:34]. Reactants: CCC(=S)C1=CC=CC=C1 (α-methylthioacetophenone), BrCC(=O)C1=CC2=CC=CC=C2C=C1 (2-(2-bromoacetyl)naphthalene), C[S-].[Na+] (sodium methanethiolate). The solvent is C(C)O (ethanol). The product is CSCC(=O)C1=CC2=CC=CC=C2C=C1 (2-[2-(Methylthio)acetyl]naphthalene). Reaction SMILES: CC[C:3](C1C=CC=CC=1)=[S:4].Br[CH2:12][C:13]([C:15]1[CH:24]=[CH:23][C:22]2[C:17](=[CH:18][CH:19]=[CH:20][CH:21]=2)[CH:16]=1)=[O:14].C[S-].[Na+]>C(O)C>[CH3:3][S:4][CH2:12][C:13]([C:15]1[CH:24]=[CH:23][C:22]2[C:17](=[CH:18][CH:19]=[CH:20][CH:21]=2)[CH:16]=1)=[O:14] |f:2.3|. Procedure: The procedure is as in Example 4 for the preparation of α-methylthioacetophenone, starting with 2-(2-bromoacetyl)naphthalene (12.5 g) and sodium methanethiolate (3.5 g) in ethanol (100 cc). 2-[2-(Methylthio)acetyl]naphthalene (8 g) is thereby obtained, and is used in the crude state in the subsequent syntheses.